From a dataset of the Open Reaction Database (ORD), a public repository of structured organic reaction records. describe an organic reaction: reactants, conditions, products, and yield Reactants: ClC1=CC=C(C=C1)C1=C(C=2N(C=C1)C(NN2)=O)C2=CC=C(C=C2)Cl (7,8-bis(4-chlorophenyl)-[1,2,4]triazolo[4,3-a]pyridin-3(2H)-one), C(=O)([O-])[O-].[K+].[K+] (K2CO3), BrCCCC(F)(F)F (4-bromo-1,1,1-trifluorobutane). Solvent: CN(C)C=O (DMF). Run at temperature 80 celsius. The product is ClC1=CC=C(C=C1)C1=C(C=2N(C=C1)C(N(N2)CCCC(F)(F)F)=O)C2=CC=C(C=C2)Cl (7,8-bis(4-chlorophenyl)-2-(4,4,4-trifluorobutyl)-[1,2,4]triazolo[4,3-a]pyridin-3(2H)-one). Isolated yield 27.9%. Reaction SMILES: [Cl:1][C:2]1[CH:7]=[CH:6][C:5]([C:8]2[CH:13]=[CH:12][N:11]3[C:14](=[O:17])[NH:15][N:16]=[C:10]3[C:9]=2[C:18]2[CH:23]=[CH:22][C:21]([Cl:24])=[CH:20][CH:19]=2)=[CH:4][CH:3]=1.C([O-])([O-])=O.[K+].[K+].Br[CH2:32][CH2:33][CH2:34][C:35]([F:38])([F:37])[F:36]>CN(C=O)C>[Cl:1][C:2]1[CH:7]=[CH:6][C:5]([C:8]2[CH:13]=[CH:12][N:11]3[C:14](=[O:17])[N:15]([CH2:32][CH2:33][CH2:34][C:35]([F:38])([F:37])[F:36])[N:16]=[C:10]3[C:9]=2[C:18]2[CH:19]=[CH:20][C:21]([Cl:24])=[CH:22][CH:23]=2)=[CH:4][CH:3]=1 |f:1.2.3|. Procedure details: To a stirring mixture of 7,8-bis(4-chlorophenyl)-[1,2,4]triazolo[4,3-a]pyridin-3(2H)-one (50 mg, 0.14 mmol) and K2CO3 (40 mg, 0.28 mmol) in DMF (0.47 mL) at 20° C. was added 4-bromo-1,1,1-trifluorobutane (50 mg, 0.28 mmol). The resulting reaction mixture was heated at 80° C. for 60 min. Analysis by HPLC/MS indicated that starting material had been consumed. The reaction mixture was brought to room temperature, diluted with water, and extracted twice with diethyl ether. The combined organic extra... The reactants are C(C)C1C(CCC(C(OC(C2CCCCN2C(C(C2(C(CC(C(C(CC(CC(=C1)C)C)OC)O2)OC)C)O)=O)=O)=O)C(=CC2CC(C(CC2)N)OC2=CC=CC=C2)C)C)=O (17-ethyl-1-hydroxy-12-[2'-(4"-amino-3"-phenoxycyclohexyl)-1'-methylvinyl]-23,25-dimethoxy-13,19,21,27-tetramethyl-11,28-dioxa-4-azatricyclo[22.3.1.04,9 ]octacos-18-ene-2,3,10,16-tetraone), C(C)(=O)OCC(=O)Cl (acetoxyacetyl chloride). The solvent is C(Cl)Cl (methylene chloride), C(Cl)Cl (methylene chloride). Reaction conditions: temperature 0 celsius, time 30 minute. Product: C(C)C1C(CCC(C(OC(C2CCCCN2C(C(C2(C(CC(C(C(CC(CC(=C1)C)C)OC)O2)OC)C)O)=O)=O)=O)C(=CC2CC(C(CC2)NC(COC(C)=O)=O)OC2=CC=CC=C2)C)C)=O (17-Ethyl-1-hydroxy-12-[2'-(4"-acetoxyacetylamino-3"-phenoxycyclohexyl)-1'-methylvinyl]-23,25-dimethoxy-13,19,21,27-tetramethyl-11,28-dioxa-4-azatricyclo[22.3.1.04,9 ]octacos-18-ene-2,3,10,16-tetraone). RXN SMILES: [CH2:1]([CH:3]1[CH:29]=[C:28]([CH3:30])[CH2:27][CH:26]([CH3:31])[CH2:25][CH:24]([O:32][CH3:33])[CH:23]2[O:34][C:19]([OH:38])([CH:20]([CH3:37])[CH2:21][CH:22]2[O:35][CH3:36])[C:18](=[O:39])[C:17](=[O:40])[N:16]2[CH:11]([CH2:12][CH2:13][CH2:14][CH2:15]2)[C:10](=[O:41])[O:9][CH:8]([C:42]([CH3:58])=[CH:43][CH:44]2[CH2:49][CH2:48][CH:47]([NH2:50])[CH:46]([O:51][C:52]3[CH:57]=[CH:56][CH:55]=[CH:54][CH:53]=3)[CH2:45]2)[CH:7]([CH3:59])[CH2:6][CH2:5][C:4]1=[O:60])[CH3:2].[C:61]([O:64][CH2:65][C:66](Cl)=[O:67])(=[O:63])[CH3:62]>C(Cl)Cl>[CH2:1]([CH:3]1[CH:29]=[C:28]([CH3:30])[CH2:27][CH:26]([CH3:31])[CH2:25][CH:24]([O:32][CH3:33])[CH:23]2[O:34][C:19]([OH:38])([CH:20]([CH3:37])[CH2:21][CH:22]2[O:35][CH3:36])[C:18](=[O:39])[C:17](=[O:40])[N:16]2[CH:11]([CH2:12][CH2:13][CH2:14][CH2:15]2)[C:10](=[O:41])[O:9][CH:8]([C:42]([CH3:58])=[CH:43][CH:44]2[CH2:49][CH2:48][CH:47]([NH:50][C:66](=[O:67])[CH2:65][O:64][C:61](=[O:63])[CH3:62])[CH:46]([O:51][C:52]3[CH:57]=[CH:56][CH:55]=[CH:54][CH:53]=3)[CH2:45]2)[CH:7]([CH3:59])[CH2:6][CH2:5][C:4]1=[O:60])[CH3:2]. Procedure: A solution of 17-ethyl-1-hydroxy-12-[2'-(4"-amino-3"-phenoxycyclohexyl)-1'-methylvinyl]-23,25-dimethoxy-13,19,21,27-tetramethyl-11,28-dioxa-4-azatricyclo[22.3.1.04,9 ]octacos-18-ene-2,3,10,16-tetraone (42 mg) in dry methylene chloride (0.4 ml) is cooled to 0° C. To this solution is added a solution of acetoxyacetyl chloride (9 mg) in methylene chloride (0.5 ml). The reaction mixture is stirred at 0° C. for 30 minutes, and quenched with a drop of methanol. Purification by preparative tlc on silic... Starting materials: C(C)(=O)O (Acetic acid), Cl (hydrochloric acid), O.O.[Sn](Cl)(Cl)(Cl)Cl (tin chloride dihydrate), FC1=CC(=C(C#N)C(=C1)[N+](=O)[O-])C (4-fluoro-2-methyl-6-nitrobenzonitrile), [OH-].[Na+] (sodium hydroxide). Solvent: CO (methanol). Reaction conditions: time 1 hour. Yields the product NC1=C(C#N)C(=CC(=C1)F)C (2-Amino-4-fluoro-6-methylbenzonitrile). Yield: 104.9%. RXN SMILES: C(O)(=O)C.Cl.O.O.[Sn](Cl)(Cl)(Cl)Cl.[F:13][C:14]1[CH:21]=[C:20]([N+:22]([O-])=O)[C:17]([C:18]#[N:19])=[C:16]([CH3:25])[CH:15]=1.[OH-].[Na+]>CO>[NH2:22][C:20]1[CH:21]=[C:14]([F:13])[CH:15]=[C:16]([CH3:25])[C:17]=1[C:18]#[N:19] |f:2.3.4,6.7|. Reported procedure: Acetic acid (16.0 ml, 28 mmol) was added to a concentrated hydrochloric acid (90 ml) solution of tin chloride dihydrate (63.1 g, 280 mmol), and 4-fluoro-2-methyl-6-nitrobenzonitrile (I-263) (16.8 g, 93.3 mmol) was added, then methanol (8 ml) was added. Since the reaction liquid greatly generated heat, it was cooled with ice. After stirring for 1 hour, the reaction mixture liquid was poured into aqueous sodium hydroxide solution (4.6 M, 500 ml) with ice therein. The precipitated solid was collect... The reactants are C[Si](Br)(C)C (Trimethylbromosilane), C(C)OC(=O)N(O)CC(CP(OCC)(OCC)=O)OC1OCCCC1 (diethyl 3-(N-ethoxycarbonyl-N-hydroxyamino)-2-(tetrahydro-2H-pyran-2-yloxy)propylphosphonate). Solvent: C(Cl)Cl (methylene chloride). Reaction conditions: temperature 60 celsius, time 15 minute. Yields the product OC(CP(O)(O)=O)CNO (2-hydroxy-3-(N-hydroxyamino)-propylphosphonic acid). Isolated yield 29.9%. Reaction SMILES: C[Si](C)(C)Br.C(OC([N:11]([CH2:13][CH:14]([O:24]C1CCCCO1)[CH2:15][P:16](=[O:23])([O:20]CC)[O:17]CC)[OH:12])=O)C>C(Cl)Cl>[OH:24][CH:14]([CH2:13][NH:11][OH:12])[CH2:15][P:16](=[O:17])([OH:23])[OH:20]. Reported procedure: Trimethylbromosilane (122 g) was added dropwise to a solution of diethyl 3-(N-ethoxycarbonyl-N-hydroxyamino)-2-(tetrahydro-2H-pyran-2-yloxy)propylphosphonate (79.4 g) in methylene chloride (160 ml) under ice-cooling with stirring over a period of 15 minutes. The mixture was further stirred for an hour at 0°-5° C. and for additional 2.5 hours at ambient temperature, and then evaporated under reduced pressure. The oily residue was dissolved in water (500 ml) stirred at ambient temperature for an h... Starting materials: Cc1ccccc1, Cc1cccc(C2CC2)c1[O-], Cc1cccc(C2CC2)c1O, [Na+], O=C1CCCCC1, O, Oc1cc(Cl)nnc1Cl. Product: Cc1cccc(C2CC2)c1Oc1nnc(Cl)cc1O. As a reaction SMILES: [CH3:40][c:41]1[cH:42][cH:43][cH:44][cH:45][cH:46]1.[CH:1]1([c:4]2[c:5]([O-:6])[c:7]([CH3:11])[cH:8][cH:9][cH:10]2)[CH2:2][CH2:3]1.[CH:29]1([c:30]2[cH:31][cH:32][cH:33][c:34]([CH3:35])[c:36]2[OH:37])[CH2:38][CH2:39]1.[Na+:12].[O:13]=[C:14]1[CH2:15][CH2:16][CH2:17][CH2:18][CH2:19]1.[OH2:47].[OH:20][c:21]1[c:22]([Cl:28])[n:23][n:24][c:25]([Cl:27])[cH:26]1>>[CH:1]1([c:4]2[c:5]([O:6][c:22]3[c:21]([OH:20])[cH:26][c:25]([Cl:27])[n:24][n:23]3)[c:7]([CH3:11])[cH:8][cH:9][cH:10]2)[CH2:2][CH2:3]1. Reactants: C=1C=CN2C1CN(C1=C(C2)C=CC=C1)C(=O)C1=CC(=C(C=C1)B1OC(C(O1)(C)C)(C)C)C ((10,11-Dihydro-5H-pyrrolo[2,1-c][1,4]benzodiazepin-10-yl)-[3-methyl-4-(4,4,5,5-tetramethyl-[1,3,2]dioxaborolan-2-yl)-phenyl]-methanone), FC(S(=O)(=O)OC1=CCCCC1)(F)F (cyclohex-1-en-1-yl trifluoromethanesulfonate), C([O-])([O-])=O.[Na+].[Na+] (sodium carbonate). Reagents/catalysts: C1=CC=C(C=C1)P([C-]2C=CC=C2)C3=CC=CC=C3.C1=CC=C(C=C1)P([C-]2C=CC=C2)C3=CC=CC=C3.Cl[Pd]Cl.[Fe+2] (dichloro[1,1′-bis(diphenylphosphino)ferrocene]palladium). Run in CN(C=O)C (N,N-dimethylformamide), C(C)(=O)OCC (ethyl acetate). Conditions: temperature 60 celsius. Yields the product C=1C=CN2C1CN(C1=C(C2)C=CC=C1)C(=O)C1=CC(=C(C=C1)C1=CCCCC1)C ((10,11-Dihydro-5H-pyrrolo[2,1-c][1,4]benzodiazepin-10-yl)-(4-cyclohex-1-en-1-yl-3-methyl-phenyl)-methanone). Yield: 0.0%. RXN SMILES: [CH:1]1[CH:2]=[CH:3][N:4]2[CH2:10][C:9]3[CH:11]=[CH:12][CH:13]=[CH:14][C:8]=3[N:7]([C:15]([C:17]3[CH:22]=[CH:21][C:20](B4OC(C)(C)C(C)(C)O4)=[C:19]([CH3:32])[CH:18]=3)=[O:16])[CH2:6][C:5]=12.FC(F)(F)S(O[C:39]1[CH2:44][CH2:43][CH2:42][CH2:41][CH:40]=1)(=O)=O.C(=O)([O-])[O-].[Na+].[Na+]>CN(C)C=O.C(OCC)(=O)C.C1C=CC(P(C2C=CC=CC=2)[C-]2C=CC=C2)=CC=1.C1C=CC(P(C2C=CC=CC=2)[C-]2C=CC=C2)=CC=1.Cl[Pd]Cl.[Fe+2]>[CH:1]1[CH:2]=[CH:3][N:4]2[CH2:10][C:9]3[CH:11]=[CH:12][CH:13]=[CH:14][C:8]=3[N:7]([C:15]([C:17]3[CH:22]=[CH:21][C:20]([C:39]4[CH2:44][CH2:43][CH2:42][CH2:41][CH:40]=4)=[C:19]([CH3:32])[CH:18]=3)=[O:16])[CH2:6][C:5]=12 |f:2.3.4,7.8.9.10|. Reported procedure: (10,11-Dihydro-5H-pyrrolo[2,1-c][1,4]benzodiazepin-10-yl)-[3-methyl-4-(4,4,5,5-tetramethyl-[1,3,2]dioxaborolan-2-yl)-phenyl]-methanone of Step B (3.50 g, 8.17 mmol), cyclohex-1-en-1-yl trifluoromethanesulfonate (2.26 g, 9.80 mmol) and dichloro[1,1′-bis(diphenylphosphino)ferrocene]palladium (II) dichloromethane adduct (0.200 g, 0.245 mmol) were combined in N,N-dimethylformamide (40.9 mL). Aqueous sodium carbonate (2 M, 20.5 mL, 40.9 mmol) was added and the reaction heated to 60° C. overnight. Aft...